This data is from the Open Reaction Database (ORD), a public repository of structured organic reaction records. The task is: describe an organic reaction: reactants, conditions, products, and yield Starting materials: C[O-].[Na+] (Sodium methoxide), BrC=1N(C(=C(N1)C1=CC=CC=C1)C=1SC=2N=CN=C(C2N1)N)C (2-(2-Bromo-1-methyl-4-phenyl-1H-imidazol-5-yl)[1,3]thiazolo[5,4-d]pyrimidin-7-amine), C[O-].[Na+] (sodium methoxide). The solvent is CO (MeOH). Yields the product COC=1N(C(=C(N1)C1=CC=CC=C1)C=1SC=2N=CN=C(C2N1)N)C (2-(2-Methoxy-1-methyl-4-phenyl-1H-imidazol-5-yl)[1,3]thiazolo[5,4-d]pyrimidin-7-amine). Yield: 78.0%. Reaction SMILES: [CH3:1][O-:2].[Na+].Br[C:5]1[N:6]([CH3:26])[C:7]([C:16]2[S:17][C:18]3[N:19]=[CH:20][N:21]=[C:22]([NH2:25])[C:23]=3[N:24]=2)=[C:8]([C:10]2[CH:15]=[CH:14][CH:13]=[CH:12][CH:11]=2)[N:9]=1>CO>[CH3:1][O:2][C:5]1[N:6]([CH3:26])[C:7]([C:16]2[S:17][C:18]3[N:19]=[CH:20][N:21]=[C:22]([NH2:25])[C:23]=3[N:24]=2)=[C:8]([C:10]2[CH:15]=[CH:14][CH:13]=[CH:12][CH:11]=2)[N:9]=1 |f:0.1|. Reported procedure: Sodium methoxide (31 mg) was added to a solution of 2-(2-bromo-1-methyl-4-phenyl-1H-imidazol-5-yl)[1,3]thiazolo[5,4-d]pyrimidin-7-amine (Example 26) (22 mg) in MeOH (1 mL). The reaction was stirred and refluxed for 4 days with further sodium methoxide (31 mg) added each day. The solvent was evaporated in vacuo and water (5 mL) added. Extracted with DCM (2×5 mL) and the combined organics were dried over MgSO4, filtered and the solvent evaporated in vacuo to give a white solid (15 mg, 78%); Reaction SMILES: [C:18](=[O:19])([OH:20])[O-:21].[C:1]([CH3:2])([CH3:3])([CH3:4])[O:5][C:6](=[O:7])[N:8]1[CH2:9][CH2:10][CH:11]([C:14](=[O:15])[OH:16])[CH2:12][CH2:13]1.[CH2:38]([N+:39]([CH2:40][CH2:41][CH2:42][CH3:43])([CH2:44][CH2:45][CH2:46][CH3:47])[CH2:48][CH2:49][CH2:50][CH3:51])[CH2:52][CH2:53][CH3:54].[Cl:30][CH2:31][Cl:32].[Na+:22].[OH2:17].[S:23]([Cl:24])([O:25][CH2:27][Cl:28])(=[O:26])=[O:29].[S:33]([O-:34])([OH:35])(=[O:36])=[O:37]>>[C:1]([CH3:2])([CH3:3])([CH3:4])[O:5][C:6](=[O:7])[N:8]1[CH2:9][CH2:10][CH:11]([C:14](=[O:15])[O:16][CH2:27][Cl:28])[CH2:12][CH2:13]1. The reactants are O=C([O-])O, CC(C)(C)OC(=O)N1CCC(C(=O)O)CC1, CCCC[N+](CCCC)(CCCC)CCCC, ClCCl, [Na+], O, O=S(=O)(Cl)OCCl, O=S(=O)([O-])O. Yields the product CC(C)(C)OC(=O)N1CCC(C(=O)OCCl)CC1. Starting materials: C1(CC1)NC(=O)C1=CN(C2=NC=CC=C2C1=O)C1=CC(=CC(=C1)Br)Br (N-cyclopropyl-1-(3,5-dibromophenyl)-1,4-dihydro[1,8]naphthyridin-4-one-3-carboxamide), cuprous iodide, CN(C=O)C (N,N-dimethylformamide). Reagents/catalysts: C1(=CC=CC=C1)P([C-]1C=CC=C1)C1=CC=CC=C1.[C-]1(C=CC=C1)P(C1=CC=CC=C1)C1=CC=CC=C1.[Fe+2] (1,1′-bis (diphenylphosphino)ferrocene), Cl[Pd]Cl (dichloropalladium(II)). Run at temperature 85 celsius, time 5 hour. Yields the product C1(CC1)NC(=O)C1=CN(C2=NC=CC=C2C1=O)C1=CC(=CC(=C1)Br)C=1C=NC(=CC1)C(C)(C)O (N-Cyclopropyl-1-{5-bromo-3-[6-(1-hydroxy-1-methylethyl)pyridin-3-yl]phenyl}-1,4-dihydro[1,8]naphthyridin-4-one-3-carboxamide). RXN SMILES: [CH:1]1([NH:4][C:5]([C:7]2[C:16](=[O:17])[C:15]3[C:10](=[N:11][CH:12]=[CH:13][CH:14]=3)[N:9]([C:18]3[CH:23]=[C:22]([Br:24])[CH:21]=[C:20](Br)[CH:19]=3)[CH:8]=2)=[O:6])[CH2:3][CH2:2]1.[CH3:26][N:27]([CH3:30])C=O>C1(P(C2C=CC=CC=2)[C-]2C=CC=C2)C=CC=CC=1.[C-]1(P(C2C=CC=CC=2)C2C=CC=CC=2)C=CC=C1.[Fe+2].Cl[Pd]Cl>[CH:1]1([NH:4][C:5]([C:7]2[C:16](=[O:17])[C:15]3[C:10](=[N:11][CH:12]=[CH:13][CH:14]=3)[N:9]([C:18]3[CH:23]=[C:22]([Br:24])[CH:21]=[C:20]([C:2]4[CH:30]=[N:27][C:26]([C:16]([OH:17])([CH3:7])[CH3:15])=[CH:3][CH:1]=4)[CH:19]=3)[CH:8]=2)=[O:6])[CH2:3][CH2:2]1 |f:2.3.4|. Procedure: A mixture of N-cyclopropyl-1-(3,5-dibromophenyl)-1,4-dihydro[1,8]naphthyridin-4-one-3-carboxamide from Step 2,2-(1-hydroxy-1-methylethyl)-5-tributylstannylpyridine from Step 3 (1.4 eq), 1,1′-bis (diphenylphosphino)ferrocene]dichloropalladium(II) (0.05 eq), and cuprous iodide (0.05 eq) in N,N-dimethylformamide (15 ml/mmol) was stirred at 85° C. for 5 hours. After cooling the resulting mixture was partitioned between ethyl acetate and water. The crude product from the organic phase was chromatogra... Reactants: Fc1ccc(C2OCc3c(Cl)nc(Cl)nc32)cc1, Cl, FC1CCNC1. Product: Fc1ccc(C2OCc3c2nc(Cl)nc3N2CCC(F)C2)cc1. Reaction SMILES: [Cl:1][c:2]1[n:3][c:4]([Cl:18])[c:5]2[c:6]([n:7]1)[CH:8]([c:11]1[cH:12][cH:13][c:14]([F:17])[cH:15][cH:16]1)[O:9][CH2:10]2.[ClH:25].[F:19][CH:20]1[CH2:21][NH:22][CH2:23][CH2:24]1>>[Cl:1][c:2]1[n:3][c:4]([N:22]2[CH2:21][CH:20]([F:19])[CH2:24][CH2:23]2)[c:5]2[c:6]([n:7]1)[CH:8]([c:11]1[cH:12][cH:13][c:14]([F:17])[cH:15][cH:16]1)[O:9][CH2:10]2. Reactants: C1COCCO1, C1CCOC1, CN1CCNCC1, C=CS(=O)(=O)N1CCN(c2nc(N3CCOCC3)nc(-n3c(C(F)F)nc4c(OC)cccc43)n2)CC1. Yields the product COc1cccc2c1nc(C(F)F)n2-c1nc(N2CCOCC2)nc(N2CCN(S(=O)(=O)CCN3CCN(C)CC3)CC2)n1. As a reaction SMILES: [CH2:45]1[O:46][CH2:47][CH2:48][O:49][CH2:50]1.[CH2:51]1[O:52][CH2:53][CH2:54][CH2:55]1.[CH3:38][N:39]1[CH2:40][CH2:41][NH:42][CH2:43][CH2:44]1.[F:1][CH:2]([c:3]1[n:4][c:5]2[c:6]([n:7]1-[c:8]1[n:9][c:10]([N:20]3[CH2:21][CH2:22][N:23]([S:26](=[O:27])(=[O:28])[CH:29]=[CH2:30])[CH2:24][CH2:25]3)[n:11][c:12]([N:14]3[CH2:15][CH2:16][O:17][CH2:18][CH2:19]3)[n:13]1)[cH:31][cH:32][cH:33][c:34]2[O:35][CH3:36])[F:37]>>[F:1][CH:2]([c:3]1[n:4][c:5]2[c:6]([n:7]1-[c:8]1[n:9][c:10]([N:20]3[CH2:21][CH2:22][N:23]([S:26](=[O:27])(=[O:28])[CH2:29][CH2:30][N:42]4[CH2:41][CH2:40][N:39]([CH3:38])[CH2:44][CH2:43]4)[CH2:24][CH2:25]3)[n:11][c:12]([N:14]3[CH2:15][CH2:16][O:17][CH2:18][CH2:19]3)[n:13]1)[cH:31][cH:32][cH:33][c:34]2[O:35][CH3:36])[F:37]. Starting materials: CCS(=O)(=O)Nc1ccc(-c2cccn2C(=O)OC(C)(C)C)cc1, O=C=NS(=O)(=O)Cl, C1CCOC1. Yields the product CCS(=O)(=O)Nc1ccc(-c2ccc(C#N)n2C(=O)OC(C)(C)C)cc1. As a reaction SMILES: [CH2:1]([CH3:2])[S:3](=[O:4])(=[O:5])[NH:6][c:7]1[cH:8][cH:9][c:10](-[c:13]2[n:14]([C:18](=[O:19])[O:20][C:21]([CH3:22])([CH3:23])[CH3:24])[cH:15][cH:16][cH:17]2)[cH:11][cH:12]1.[Cl:25][S:26](=[O:28])([N:29]=[C:30]=[O:27])=[O:31].[O:32]1[CH2:33][CH2:34][CH2:35][CH2:36]1>>[CH2:1]([CH3:2])[S:3](=[O:4])(=[O:5])[NH:6][c:7]1[cH:8][cH:9][c:10](-[c:13]2[n:14]([C:18](=[O:19])[O:20][C:21]([CH3:22])([CH3:23])[CH3:24])[c:15]([C:30]#[N:29])[cH:16][cH:17]2)[cH:11][cH:12]1. The product is CCNc1ccc(-c2ccc(F)cc2)cn1. As a reaction SMILES: [CH:15]([CH3:16])=[O:17].[F:1][c:2]1[cH:3][cH:4][c:5](-[c:8]2[cH:9][cH:10][c:11]([NH2:14])[n:12][cH:13]2)[cH:6][cH:7]1>>[F:1][c:2]1[cH:3][cH:4][c:5](-[c:8]2[cH:9][cH:10][c:11]([NH:14][CH2:15][CH3:16])[n:12][cH:13]2)[cH:6][cH:7]1. The reactants are CC=O, Nc1ccc(-c2ccc(F)cc2)cn1.